This data is from the Open Reaction Database (ORD), a public repository of structured organic reaction records. The task is: describe an organic reaction: reactants, conditions, products, and yield The reactants are N#Cc1c(CBr)cccc1[N+](=O)[O-], O=C([O-])[O-], Cc1cc(Cl)ccc1O, CN(C)C=O, [K+], [K+], O, c1ccncc1. The product is Cc1cc(Cl)ccc1OCc1cccc([N+](=O)[O-])c1C#N. As a reaction SMILES: [Br:16][CH2:17][c:18]1[c:19]([C:20]#[N:21])[c:22]([N+:26](=[O:27])[O-:28])[cH:23][cH:24][cH:25]1.[C:10](=[O:11])([O-:12])[O-:13].[CH3:1][c:2]1[cH:3][c:4]([Cl:5])[cH:6][cH:7][c:8]1[OH:9].[CH3:29][N:30]([CH3:31])[CH:32]=[O:33].[K+:14].[K+:15].[OH2:40].[cH:34]1[cH:35][cH:36][n:37][cH:38][cH:39]1>>[CH3:1][c:2]1[cH:3][c:4]([Cl:5])[cH:6][cH:7][c:8]1[O:9][CH2:17][c:18]1[c:19]([C:20]#[N:21])[c:22]([N+:26](=[O:27])[O-:28])[cH:23][cH:24][cH:25]1. The reactants are CC(C)(C)OC(=O)c1ccc(CCc2ccccc2)cc1Nc1c(Cl)cccc1Cl, O=C(O)C(F)(F)F. Product: O=C(O)c1ccc(CCc2ccccc2)cc1Nc1c(Cl)cccc1Cl. RXN SMILES: [Cl:1][c:2]1[c:3]([NH:4][c:5]2[c:6]([C:7](=[O:8])[O:9][C:10]([CH3:11])([CH3:12])[CH3:13])[cH:14][cH:15][c:16]([CH2:18][CH2:19][c:20]3[cH:21][cH:22][cH:23][cH:24][cH:25]3)[cH:17]2)[c:26]([Cl:30])[cH:27][cH:28][cH:29]1.[OH:31][C:32]([C:33]([F:34])([F:35])[F:36])=[O:37]>>[Cl:1][c:2]1[c:3]([NH:4][c:5]2[c:6]([C:7](=[O:8])[OH:9])[cH:14][cH:15][c:16]([CH2:18][CH2:19][c:20]3[cH:21][cH:22][cH:23][cH:24][cH:25]3)[cH:17]2)[c:26]([Cl:30])[cH:27][cH:28][cH:29]1. Starting materials: N[C@@H](C)C(=O)N1[C@@H](CCCCCC1)C(=O)O (1-[(S)-alanyl]azacyclooctane-2(S)-carboxylic acid), O=C(C(=O)OCC)CCC1=CC=CC=C1 (2-oxo-4-phenylbutyric acid, ethyl ester). The solvent is C(C)O (ethanol). The product is [OH-].[NH4+] (ammonium hydroxide), C(C)OC(=O)C(CCC1=CC=CC=C1)N[C@@H](C)C(=O)N1[C@@H](CCCCCC1)C(=O)O (1 -[N-(1 -ethoxycarbonyl-3-phenylpropyl)-(S)-alanyl]azacyclooctane-2(S)-carboxylic acid). Isolated yield 7.0%. As a reaction SMILES: [NH2:1][C@H:2]([C:4]([N:6]1[CH2:13][CH2:12][CH2:11][CH2:10][CH2:9][CH2:8][C@H:7]1[C:14]([OH:16])=[O:15])=[O:5])[CH3:3].O=[C:18]([CH2:24][CH2:25][C:26]1[CH:31]=[CH:30][CH:29]=[CH:28][CH:27]=1)[C:19]([O:21][CH2:22][CH3:23])=[O:20]>C(O)C>[OH-:5].[NH4+:1].[CH2:22]([O:21][C:19]([CH:18]([NH:1][C@H:2]([C:4]([N:6]1[CH2:13][CH2:12][CH2:11][CH2:10][CH2:9][CH2:8][C@H:7]1[C:14]([OH:16])=[O:15])=[O:5])[CH3:3])[CH2:24][CH2:25][C:26]1[CH:27]=[CH:28][CH:29]=[CH:30][CH:31]=1)=[O:20])[CH3:23] |f:3.4|. Procedure: Dissolve 1-[(S)-alanyl]azacyclooctane-2(S)-carboxylic acid (prepared in paragraph C of this example) in 100 ml of absolute ethanol. Add 1.10 g 2-oxo-4-phenylbutyric acid, ethyl ester and 20 ml of 3 Angstrom molecular sieve pellets, and stir the resulting mixture at room temperature for eighteen hours. Filter the reaction mixture and treat the filtrate with 0.68 g sodium cyanoborohydride at room temperature for two hours. Concentrate the mixture under nitrogen and dilute the oil with dilute hydro... Starting materials: COc1cc([N+](=O)[O-])c(C#N)cc1OCCCN1CCOCC1, Cl, [Na+], [Na+], [Na+], [OH-], O, O=S([O-])S(=O)[O-]. Product: COc1cc(N)c(C#N)cc1OCCCN1CCOCC1. As a reaction SMILES: [CH3:9][O:10][c:11]1[cH:12][c:13]([N+:29]([O-:30])=[O:31])[c:14]([C:15]#[N:16])[cH:17][c:18]1[O:19][CH2:20][CH2:21][CH2:22][N:23]1[CH2:24][CH2:25][O:26][CH2:27][CH2:28]1.[ClH:32].[Na+:34].[Na+:7].[Na+:8].[OH-:33].[OH2:35].[S:1]([S:2]([O-:3])=[O:4])([O-:5])=[O:6]>>[CH3:9][O:10][c:11]1[cH:12][c:13]([NH2:29])[c:14]([C:15]#[N:16])[cH:17][c:18]1[O:19][CH2:20][CH2:21][CH2:22][N:23]1[CH2:24][CH2:25][O:26][CH2:27][CH2:28]1. Starting materials: C(C)(=O)OC(CSCCNC(=NC)NC#N)C(C)=O (N-{2-(2-acetoxy-3-oxobutylthio)ethyl-}-N'-cyano-N"-methylguanidine), C(OC)([O-])[O-] (methyl orthoformate), C(=O)N (formamide), C(=O)[O-].[NH4+] (ammonium formate). Run at temperature 100 celsius, time 2 hour. The product is C(#N)NC(=NCCSCC=1N=CNC1C)NC (N-cyano-N'-methyl-N"-[2-{(5-methyl-1H-imidazol-4-yl)methylthio}ethyl]guanidine). Isolated yield 26.0%. Reaction SMILES: C(O[CH:5]([C:17](=O)[CH3:18])[CH2:6][S:7][CH2:8][CH2:9][NH:10][C:11]([NH:14][C:15]#[N:16])=[N:12][CH3:13])(=O)C.C([O-])([O-])OC.C([O-])=O.[NH4+:28].[CH:29]([NH2:31])=O>>[C:15]([NH:14][C:11]([NH:12][CH3:13])=[N:10][CH2:9][CH2:8][S:7][CH2:6][C:5]1[N:28]=[CH:29][NH:31][C:17]=1[CH3:18])#[N:16] |f:2.3|. Procedure: 155 mg of N-{2-(2-acetoxy-3-oxobutylthio)ethyl-}-N'-cyano-N"-methylguanidine and 290 mg of methyl orthoformate was dissolved in 2.5 ml of formamide, and 170 mg of ammonium formate was added. The mixture was stirred at 100° C. for 2 hours. The reaction mixture was treated as in Referential Example 1 to give 36 mg (yield 26%) of the desired product as white crystals. Starting materials: [BH3-]C#N, C=O, CO, [Na+], O=c1[nH]nc2c3c(cccc13)NC(c1ccccc1)C2c1ccccc1. Yields the product CN1c2cccc3c(=O)[nH]nc(c23)C(c2ccccc2)C1c1ccccc1. As a reaction SMILES: [C:29]([BH3-:30])#[N:31].[CH2:27]=[O:28].[CH3:33][OH:34].[Na+:32].[c:1]1([CH:7]2[CH:8]([c:21]3[cH:22][cH:23][cH:24][cH:25][cH:26]3)[c:9]3[n:10][nH:11][c:12](=[O:20])[c:13]4[cH:14][cH:15][cH:16][c:17]([c:18]34)[NH:19]2)[cH:2][cH:3][cH:4][cH:5][cH:6]1>>[c:1]1([CH:7]2[CH:8]([c:21]3[cH:22][cH:23][cH:24][cH:25][cH:26]3)[c:9]3[n:10][nH:11][c:12](=[O:20])[c:13]4[cH:14][cH:15][cH:16][c:17]([c:18]34)[N:19]2[CH3:29])[cH:2][cH:3][cH:4][cH:5][cH:6]1. Starting materials: CO, ClCCCl, O=C(O)Cc1ccc(Cl)c(Cl)c1, O=S(=O)(O)O. The product is COC(=O)Cc1ccc(Cl)c(Cl)c1. RXN SMILES: [CH3:1][OH:2].[Cl:20][CH2:21][CH2:22][Cl:23].[Cl:3][c:4]1[cH:5][c:6]([CH2:11][C:12](=[O:13])[OH:14])[cH:7][cH:8][c:9]1[Cl:10].[S:15](=[O:16])(=[O:17])([OH:18])[OH:19]>>[CH3:1][O:14][C:12]([CH2:11][c:6]1[cH:5][c:4]([Cl:3])[c:9]([Cl:10])[cH:8][cH:7]1)=[O:13].